Task: describe an organic reaction: reactants, conditions, products, and yield. Dataset: the Open Reaction Database (ORD), a public repository of structured organic reaction records Reactants: S1C=CC2=C1C=CC=C2 (benzothiophene), [Li]CCCC (nBuLi), white solid, BrC1=C2C=C(C(C2=CC=C1)[Si](C)(C)C1C(=CC2=C(C=CC=C12)Br)C)C (Bis(4-bromo-2-methyl-1H-inden-1-yl) (dimethyl)silane). Reagents/catalysts: [Cl-].[Cl-].[Zn+2] (ZnCl2), CC(C)([P](C(C)(C)C)([Pd][P](C(C)(C)C)(C(C)(C)C)C(C)(C)C)C(C)(C)C)C (Pd(PtBu3)2). Solvent: C1CCOC1 (THF), C1CCOC1 (THF), hexanes, C1CCOC1 (THF). Reaction conditions: time 2 hour. The product is S1C(=CC2=C1C=CC=C2)C2=C1C=C(C(C1=CC=C2)[Si](C)(C)C2C(=CC1=C(C=CC=C21)C=2SC1=C(C2)C=CC=C1)C)C (bis[4-(1-benzothien-2-yl)-2-methyl-1H-inden-1-yl](dimethyl)silane). Reaction SMILES: [S:1]1[C:5]2[CH:6]=[CH:7][CH:8]=[CH:9][C:4]=2[CH:3]=[CH:2]1.[Li][CH2:11][CH2:12][CH2:13][CH3:14].Br[C:16]1[CH:24]=[CH:23][CH:22]=[C:21]2[C:17]=1[CH:18]=[C:19]([CH3:39])[CH:20]2[Si:25]([CH:28]1[C:36]2[C:31](=[C:32](Br)[CH:33]=[CH:34][CH:35]=2)[CH:30]=[C:29]1[CH3:38])([CH3:27])[CH3:26]>C1COCC1.[Cl-].[Cl-].[Zn+2].CC(C)([P](C(C)(C)C)([Pd][P](C(C)(C)C)(C(C)(C)C)C(C)(C)C)C(C)(C)C)C>[S:1]1[C:5]2[CH:6]=[CH:7][CH:8]=[CH:9][C:4]=2[CH:3]=[C:2]1[C:16]1[CH:24]=[CH:23][CH:22]=[C:21]2[C:17]=1[CH:18]=[C:19]([CH3:39])[CH:20]2[Si:25]([CH:28]1[C:36]2[C:31](=[C:32]([C:11]3[S:1][C:2]4[CH:3]=[CH:4][CH:5]=[CH:14][C:13]=4[CH:12]=3)[CH:33]=[CH:34][CH:35]=2)[CH:30]=[C:29]1[CH3:38])([CH3:27])[CH3:26] |f:4.5.6,^1:50,56|. Procedure: In an argon atmosphere, to a solution of 1.74 g (13.0 mmol) of benzothiophene in 30 ml of THF, 5.24 ml of 2.5 M nBuLi (13.0 mmol) in hexanes was added at ambient temperature. This mixture was stirred for 2 hours, and, then, 29.0 ml of 0.5 M ZnCl2 (14.5 mmol) in THF was added. The resulting mixture was stirred for 1 hour. Then, 10.0 ml of 0.02 M Pd(PtBu3)2 (0.20 mmol, 4 mol. %) in THF and 2.37 g (5.0 mmol) of 1 were added. This mixture was stirred for 5 hours at reflux. The product was isolated b...